From a dataset of the Open Reaction Database (ORD), a public repository of structured organic reaction records. describe an organic reaction: reactants, conditions, products, and yield The reactants are COC(=O)C=1N=CC=2C(N(C=CC2C1O)CC1=CC=CC=C1)=O (7-benzyl-4-hydroxy-8-oxo-7,8-dihydro-[2,7]naphthyridine-3-carboxylic acid methyl ester), NCCC(=O)O (β-alanine), C[O-].[Na+] (NaOMe). The product is C(C1=CC=CC=C1)N1C=CC=2C(=C(N=CC2C1=O)C(=O)NCCC(=O)O)O (3-[(7-Benzyl-4-hydroxy-8-oxo-7,8-dihydro-[2,7]naphthyridine-3-carbonyl)-amino]-propionic acid). Isolated yield 65.9%. RXN SMILES: CO[C:3]([C:5]1[N:6]=[CH:7][C:8]2[C:9](=[O:23])[N:10]([CH2:16][C:17]3[CH:22]=[CH:21][CH:20]=[CH:19][CH:18]=3)[CH:11]=[CH:12][C:13]=2[C:14]=1[OH:15])=[O:4].[NH2:24][CH2:25][CH2:26][C:27]([OH:29])=[O:28].C[O-].[Na+]>>[CH2:16]([N:10]1[C:9](=[O:23])[C:8]2[CH:7]=[N:6][C:5]([C:3]([NH:24][CH2:25][CH2:26][C:27]([OH:29])=[O:28])=[O:4])=[C:14]([OH:15])[C:13]=2[CH:12]=[CH:11]1)[C:17]1[CH:18]=[CH:19][CH:20]=[CH:21][CH:22]=1 |f:2.3|. Procedure: A mixture of 7-benzyl-4-hydroxy-8-oxo-7,8-dihydro-[2,7]naphthyridine-3-carboxylic acid methyl ester (60 mg, 0.19 mmol), β-alanine (862 mg, 9.68 mmol) and NaOMe solution (14.5 mL, 7.26 mmol, 0.5 M in MeOH) was refluxed for 16 h. Solvent was evaporated in vacuo, and the residue was partitioned between water (50 mL) and EtOAc (50 mL). 1 M HCl was added with vigorous stirring until pH was about 2. The organic layer was dried over MgSO4 and concentrated. The crude product was purified by silica gel c... Product: OC1=C(C=C(C=C1)C(C(=O)OC)C1CCCC1)CC(C)=C (Methyl 2-(4-hydroxy-3-methallylphenyl)-2-cyclopentyl-acetate). Solvent: CCN(CC)C=1C=CC=CC1 (diethylaniline). The reactants are C(C(C)=C)OC1=CC=C(C=C1)C(C(=O)OC)C1CCCC1 (Methyl 2-(4-methallyloxyphenyl)-2-cyclopentyl-acetate). Procedure: 7.6 g (0.026 mol) of the compound from Example IV are dissolved in 50 ml of freshly distilled diethylaniline and the mixture is heated overnight at 200° C. (Claisen rearrangement). After cooling, the solvent is distilled off in vacuo, the residue is taken up in 200 ml of dichloromethane and the solution is washed twice with 40 ml of 2N hydrochloric acid in order to extract residues of diethylaniline. It is then washed until neutral, dried with sodium sulphate and concentrated to a small volume. ... Reaction SMILES: C([O:5][C:6]1[CH:11]=[CH:10][C:9]([CH:12]([CH:17]2[CH2:21][CH2:20][CH2:19][CH2:18]2)[C:13]([O:15][CH3:16])=[O:14])=[CH:8][CH:7]=1)C(=C)C>CCN(C1C=CC=CC=1)CC>[OH:5][C:6]1[CH:7]=[CH:8][C:9]([CH:12]([CH:17]2[CH2:18][CH2:19][CH2:20][CH2:21]2)[C:13]([O:15][CH3:16])=[O:14])=[CH:10][C:11]=1[CH2:10][C:9](=[CH2:8])[CH3:12]. Conditions: temperature 200 celsius. Reactants: CC(C)N(CCOC=1C=C(C=CC1OC)NC(C1=CC=C(C=C1)C1=NC=CC=C1)=O)C(C)C (N-[3-[2-[Bis(1-methylethyl)amino]ethoxy]-4-methoxyphenyl]-4-(2-pyridinyl)benzamide), CC(C)N(CCOC=1C=C(C=CC1OC)NC(C1=CC=C(C=C1)C1=CC=NC=C1)=O)C(C)C (N-[3-[2-[Bis(1-methylethyl)amino]ethoxy]-4-methoxyphenyl]-4-(4-pyridinyl)benzamide), CC(C)N(CCOC=1C=C(C=CC1OC)NC(C1=CC=C(C=C1)C=1SC=CN1)=O)C(C)C (N-[3-[2-[Bis(1-methylethyl)amino]ethoxy]-4-methoxyphenyl]-4-(2-thiazolyl)benzamide), CC(C)N(CCOC=1C=C(C=CC1OC)NC(=O)C=1C=NC(=CC1)C1=CC=CC=C1)C(C)C (N-[3-[2-[Bis(1-methylethyl)amino]ethoxy]-4-methoxyphenyl]-6-phenyl-3-pyridinecarboxamide). Procedure details: N-[3-[2-[Bis(1-methylethyl)amino]ethoxy]-4-methoxyphenyl]-4-(2-pyridinyl)benzamide; N-[3-[2-[Bis(1-methylethyl)amino]ethoxy]-4-methoxyphenyl]-4-(2-thiazolyl)benzamide; N-[3-[2-[Bis(1-methylethyl)amino]ethoxy]-4-methoxyphenyl]-6-phenyl-3-pyridinecarboxamide; and N-[3-[2-[Bis(1-methylethyl)amino]ethoxy]-4-methoxyphenyl]-4-(4-pyridinyl)benzamide As a reaction SMILES: CC(N(C(C)C)CCOC1C=C(NC(=O)C2C=CC(C3[CH:29]=[CH:28][CH:27]=[CH:26][N:25]=3)=CC=2)C=CC=1OC)C.CC(N(C(C)C)CCOC1C=C(NC(=O)C2C=CC(C3SC=CN=3)=CC=2)C=CC=1OC)C.[CH3:66][CH:67]([N:69]([CH:96]([CH3:98])[CH3:97])[CH2:70][CH2:71][O:72][C:73]1[CH:74]=[C:75]([NH:81][C:82]([C:84]2[CH:85]=[N:86][C:87](C3C=CC=CC=3)=[CH:88][CH:89]=2)=[O:83])[CH:76]=[CH:77][C:78]=1[O:79][CH3:80])[CH3:68].CC(N(C(C)C)CCOC1C=C(NC(=O)C2C=CC(C3C=CN=CC=3)=CC=2)C=CC=1OC)C>>[CH3:98][CH:96]([N:69]([CH:67]([CH3:68])[CH3:66])[CH2:70][CH2:71][O:72][C:73]1[CH:74]=[C:75]([NH:81][C:82]([C:84]2[CH:85]=[N:86][CH:87]=[C:88]([N:25]3[CH:26]=[CH:27][CH:28]=[CH:29]3)[CH:89]=2)=[O:83])[CH:76]=[CH:77][C:78]=1[O:79][CH3:80])[CH3:97]. Yields the product CC(C)N(CCOC=1C=C(C=CC1OC)NC(=O)C=1C=NC=C(C1)N1C=CC=C1)C(C)C (N-[3-[2-[Bis(1-methylethyl)amino]ethoxy]-4-methoxyphenyl]-5-(1-pyrrolyl)-3-pyridinecarboxamide). The reactants are NC1=C2N=C(N(C2=NC(=N1)OCCCC)CCCC1N(CCCC1)C(=O)OCC1=CC=CC=C1)OC (Phenylmethyl 2-{3-[6-amino-2-(butyloxy)-8-(methyloxy)-9H-purin-9-yl]propyl}-1-piperidinecarboxylate), FC(C(=O)O)(F)F.C(CCC)OC1=NC(=C2N=C(NC2=N1)OC)N (2-(butyloxy)-8-(methyloxy)-9H-purin-6-amine trifluoroacetate), BrCCCCC1CCN(CC1)C(=O)OCC1=CC=CC=C1 (phenylmethyl 4-(4-bromobutyl)-1-piperidinecarboxylate). Product: NC1=C2N=C(N(C2=NC(=N1)OCCCC)CCCCC1CCN(CC1)C(=O)OCC1=CC=CC=C1)OC (Phenylmethyl 4-{4-[6-amino-2-(butyloxy)-8-(methyloxy)-9H-purin-9-yl]butyl}-1-piperidinecarboxylate). RXN SMILES: [NH2:1][C:2]1[N:10]=[C:9]([O:11][CH2:12][CH2:13][CH2:14][CH3:15])[N:8]=[C:7]2[C:3]=1[N:4]=[C:5]([O:35][CH3:36])[N:6]2[CH2:16][CH2:17][CH2:18][CH:19]1[CH2:24][CH2:23][CH2:22]CN1C(OCC1C=CC=CC=1)=O.FC(F)(F)C(O)=O.C(OC1N=C2C(N=C(OC)N2)=C(N)N=1)CCC.BrCCCCC1CC[N:69]([C:72]([O:74][CH2:75][C:76]2[CH:81]=[CH:80][CH:79]=[CH:78][CH:77]=2)=[O:73])[CH2:68][CH2:67]1>>[NH2:1][C:2]1[N:10]=[C:9]([O:11][CH2:12][CH2:13][CH2:14][CH3:15])[N:8]=[C:7]2[C:3]=1[N:4]=[C:5]([O:35][CH3:36])[N:6]2[CH2:16][CH2:17][CH2:18][CH2:19][CH:24]1[CH2:23][CH2:22][N:69]([C:72]([O:74][CH2:75][C:76]2[CH:81]=[CH:80][CH:79]=[CH:78][CH:77]=2)=[O:73])[CH2:68][CH2:67]1 |f:1.2|. Reported procedure: Prepared similarly to Intermediate 31 from 2-(butyloxy)-8-(methyloxy)-9H-purin-6-amine trifluoroacetate and phenylmethyl 4-(4-bromobutyl)-1-piperidinecarboxylate. LCMS (System B): tRET=3.23 min; MH+ 511 The reactants are CC(=O)O, CCOC(C)=O, [Cl-], O=Cc1cccc(O)c1Cl, [NH3+]O. Yields the product N#Cc1cccc(O)c1Cl. Reaction SMILES: [CH3:14][C:15](=[O:16])[OH:17].[CH3:18][CH2:19][O:20][C:21](=[O:22])[CH3:23].[Cl-:11].[Cl:1][c:2]1[c:3]([CH:4]=[O:5])[cH:6][cH:7][cH:8][c:9]1[OH:10].[OH:12][NH3+:13]>>[Cl:1][c:2]1[c:3]([C:4]#[N:13])[cH:6][cH:7][cH:8][c:9]1[OH:10]. Starting materials: O=C1CCCc2c1ccc1ccccc21, Cl, NO, c1ccncc1. Yields the product ON=C1CCCc2c1ccc1ccccc21. Reaction SMILES: [C:1]1(=[O:15])[CH2:2][CH2:3][CH2:4][c:5]2[c:6]3[cH:7][cH:8][cH:9][cH:10][c:11]3[cH:12][cH:13][c:14]21.[ClH:16].[NH2:17][OH:18].[cH:19]1[cH:20][cH:21][n:22][cH:23][cH:24]1>>[C:1]1(=[N:17][OH:18])[CH2:2][CH2:3][CH2:4][c:5]2[c:6]3[cH:7][cH:8][cH:9][cH:10][c:11]3[cH:12][cH:13][c:14]21.